Dataset: the Open Reaction Database (ORD), a public repository of structured organic reaction records. Task: describe an organic reaction: reactants, conditions, products, and yield The reactants are [Br-], [Li]CCCC, C[P+](c1ccccc1)(c1ccccc1)c1ccccc1, CCCCCC, C1CCOC1, O=C(CCc1ccccc1)CCc1ccccc1. Yields the product C=C(CCc1ccccc1)CCc1ccccc1. Reaction SMILES: [Br-:24].[CH2:1]([Li:2])[CH2:3][CH2:4][CH3:5].[CH3:25][P+:26]([c:27]1[cH:28][cH:29][cH:30][cH:31][cH:32]1)([c:33]1[cH:34][cH:35][cH:36][cH:37][cH:38]1)[c:39]1[cH:40][cH:41][cH:42][cH:43][cH:44]1.[CH3:50][CH2:51][CH2:52][CH2:53][CH2:54][CH3:55].[O:45]1[CH2:46][CH2:47][CH2:48][CH2:49]1.[c:6]1([CH2:12][CH2:13][C:14]([CH2:15][CH2:16][c:17]2[cH:18][cH:19][cH:20][cH:21][cH:22]2)=[O:23])[cH:7][cH:8][cH:9][cH:10][cH:11]1>>[CH2:1]=[C:14]([CH2:13][CH2:12][c:6]1[cH:7][cH:8][cH:9][cH:10][cH:11]1)[CH2:15][CH2:16][c:17]1[cH:18][cH:19][cH:20][cH:21][cH:22]1. The reactants are CC(C)(C)OC(=O)N(CCn1ccc2c(O[Si](C)(C)C(C)(C)C)cccc21)CC(O)c1cccnc1, CCCC[N+](CCCC)(CCCC)CCCC, [F-], C1CCOC1. Yields the product CC(C)(C)OC(=O)N(CCn1ccc2c(O)cccc21)CC(O)c1cccnc1. RXN SMILES: [C:1]([Si:2]([CH3:3])([CH3:4])[O:6][c:7]1[c:8]2[cH:9][cH:10][n:11]([CH2:16][CH2:17][N:18]([C:19]([O:20][C:21]([CH3:22])([CH3:23])[CH3:24])=[O:25])[CH2:26][CH:27]([c:28]3[cH:29][n:30][cH:31][cH:32][cH:33]3)[OH:34])[c:12]2[cH:13][cH:14][cH:15]1)([CH3:5])([CH3:35])[CH3:36].[CH3:38][CH2:39][CH2:40][CH2:41][N+:42]([CH2:43][CH2:44][CH2:45][CH3:46])([CH2:47][CH2:48][CH2:49][CH3:50])[CH2:51][CH2:52][CH2:53][CH3:54].[F-:37].[O:55]1[CH2:56][CH2:57][CH2:58][CH2:59]1>>[OH:6][c:7]1[c:8]2[cH:9][cH:10][n:11]([CH2:16][CH2:17][N:18]([C:19]([O:20][C:21]([CH3:22])([CH3:23])[CH3:24])=[O:25])[CH2:26][CH:27]([c:28]3[cH:29][n:30][cH:31][cH:32][cH:33]3)[OH:34])[c:12]2[cH:13][cH:14][cH:15]1.